This data is from the Open Reaction Database (ORD), a public repository of structured organic reaction records. The task is: describe an organic reaction: reactants, conditions, products, and yield Reagents/catalysts: [Ni] (Raney nickel). The reactants are [H][H] (hydrogen), CC1=NC2=C(C=CC(=C2C=C1)C)OC (2,5-dimethyl-8-methoxyquinoline), stainless steel. Procedure: A mixture of the above 2,5-dimethyl-8-methoxyquinoline (260 g, 1.3 m), isopropanol (600 ml), and Raney nickel catalyst (25.0 g) was subjected to 1000 psi hydrogen for 3 hrs. in a stainless steel autoclave. The reaction mixture from the autoclave was filtered to remove the catalyst. Essentially a quantitative yield of product was obtained, after the removal of the isopropanol under vacuum, and the product was used without further purification. The product is CC1NC2=C(C=CC(=C2CC1)C)OC (2,5-Dimethyl-8-Methoxy-1,2,3,4-Tetrahydroquinoline). Run in C(C)(C)O (isopropanol). Reaction SMILES: [CH3:1][C:2]1[CH:11]=[CH:10][C:9]2[C:4](=[C:5]([O:13][CH3:14])[CH:6]=[CH:7][C:8]=2[CH3:12])[N:3]=1.[H][H]>[Ni].C(O)(C)C>[CH3:1][CH:2]1[CH2:11][CH2:10][C:9]2[C:4](=[C:5]([O:13][CH3:14])[CH:6]=[CH:7][C:8]=2[CH3:12])[NH:3]1. The reactants are C(=O)([O-])[O-].[K+].[K+] (K2CO3), ClC=1N=NC(=CC1)Cl (3,6-dichloropyridazine), CN1N=CC(=C1)B1OC(C(O1)(C)C)(C)C (1-Methyl-4-(4,4,5,5-tetramethyl-[1,3,2]dioxaborolan-2-yl)-1H-pyrazole), C(=O)([O-])[O-].[Na+].[Na+] (Na2CO3). The reagents and catalysts are Cl[Pd]([P](C1=CC=CC=C1)(C2=CC=CC=C2)C3=CC=CC=C3)([P](C4=CC=CC=C4)(C5=CC=CC=C5)C6=CC=CC=C6)Cl (Dichlorobis(triphenylphosphine)palladium). Solvent: CCOC(=O)C (AcOEt), O1CCOCC1 (dioxane). Conditions: temperature 80 celsius. Product: ClC=1N=NC(=CC1)C=1C=NN(C1)C (3-chloro-6-(1-methyl-1H-pyrazol-4-yl)-pyridazine). The yield is 54.6%. RXN SMILES: [Cl:1][C:2]1[N:3]=[N:4][C:5](Cl)=[CH:6][CH:7]=1.[CH3:9][N:10]1[CH:14]=[C:13](B2OC(C)(C)C(C)(C)O2)[CH:12]=[N:11]1.C([O-])([O-])=O.[Na+].[Na+].C([O-])([O-])=O.[K+].[K+]>Cl[Pd](Cl)([P](C1C=CC=CC=1)(C1C=CC=CC=1)C1C=CC=CC=1)[P](C1C=CC=CC=1)(C1C=CC=CC=1)C1C=CC=CC=1.CCOC(C)=O.O1CCOCC1>[Cl:1][C:2]1[N:3]=[N:4][C:5]([C:13]2[CH:12]=[N:11][N:10]([CH3:9])[CH:14]=2)=[CH:6][CH:7]=1 |f:2.3.4,5.6.7,^1:38,57|. Reported procedure: A flask was charged with 3,6-dichloropyridazine (Aldrich, 23.91 g, 160.5 mmol), 1-Methyl-4-(4,4,5,5-tetramethyl-[1,3,2]dioxaborolan-2-yl)-1H-pyrazole (20 g, 96 mmol), 2.0 M Na2CO3 (96 mL) and dioxane (65 mL). Nitrogen was bubbled through the reaction for 60 seconds followed by the addition of Dichlorobis(triphenylphosphine)palladium (0) (6.75 g, 9.6 mmol). The reaction was heated to 80° C. overnight followed by aqueous work up using AcOEt and a solution of K2CO3. After filtration over celite, th... The reactants are C(C)(=O)OC1C(COC1)OC(=O)COC=1C(=CC(=C(C1)NC(=S)N1NCCCC1)F)Cl (1-(5-(4-acetoxytetrahydrofuran-3-yloxycarbonylmethoxy)-4-chloro-2-fluorophenylaminothiocarbonyl)hexahydropyridazine), N1=CC=CC=C1 (pyridine), C(=S)(Cl)Cl (thiophosgene). The solvent is ClCCl (dichloromethane), ClCCl (dichloromethane). The product is C(C)(=O)OC1C(COC1)OC(=O)COC=1C(=CC(=C(C1)N=C1SC(N2CCCCN12)=S)F)Cl (9-(5-(4-Acetoxytetrahydrofuran-3-yloxycarbonylmethoxy)-4-chloro-2-fluorophenylimino)-8-thia-1,6diazabicyclo[4.3.0]nonan-7-thione). Yield: 72.0%. As a reaction SMILES: [C:1]([O:4][CH:5]1[CH2:9][O:8][CH2:7][CH:6]1[O:10][C:11]([CH2:13][O:14][C:15]1[C:16]([Cl:31])=[CH:17][C:18]([F:30])=[C:19]([NH:21][C:22]([N:24]2[CH2:29][CH2:28][CH2:27][CH2:26][NH:25]2)=[S:23])[CH:20]=1)=[O:12])(=[O:3])[CH3:2].N1C=CC=CC=1.[C:38](Cl)(Cl)=[S:39]>ClCCl>[C:1]([O:4][CH:5]1[CH2:9][O:8][CH2:7][CH:6]1[O:10][C:11]([CH2:13][O:14][C:15]1[C:16]([Cl:31])=[CH:17][C:18]([F:30])=[C:19]([N:21]=[C:22]2[N:24]3[N:25]([CH2:26][CH2:27][CH2:28][CH2:29]3)[C:38](=[S:39])[S:23]2)[CH:20]=1)=[O:12])(=[O:3])[CH3:2]. Procedure details: In 15 ml of dichloromethane was dissolved 1.43 g of 1-(5-(4-acetoxytetrahydrofuran-3-yloxycarbonylmethoxy)-4-chloro-2-fluorophenylaminothiocarbonyl)hexahydropyridazine, followed by addition of 0.59 g of pyridine, which was then cooled in an ice-cold bath. Under stirring, a solution of 0.52 g of thiophosgene in dichloromethane was added dropwise, and after addition was completed, the resulting mixture was stirred at room temperature for 3 hours. The reaction mixture was washed with water, subsequ... The reactants are CC(=O)Cl, CCO, [Na+], O=C([O-])O, O=C(O)c1cc2c(CO)cccn2n1. The product is CCOC(=O)c1cc2c(CO)cccn2n1. RXN SMILES: [CH3:1][C:2]([Cl:3])=[O:4].[CH3:24][CH2:25][OH:26].[Na+:23].[O-:19][C:20]([OH:21])=[O:22].[OH:5][CH2:6][c:7]1[c:8]2[n:9]([cH:10][cH:11][cH:12]1)[n:13][c:14]([C:16](=[O:17])[OH:18])[cH:15]2>>[CH3:1][CH2:2][O:4][C:16]([c:14]1[n:13][n:9]2[c:8]([c:7]([CH2:6][OH:5])[cH:12][cH:11][cH:10]2)[cH:15]1)=[O:17]. Starting materials: CC(=O)OC(C)=O, COc1ccc2c(c1)C(=O)C(=NO)CC2, C1CCOC1. The product is COc1ccc2c(c1)C(=O)C(NC(C)=O)CC2. RXN SMILES: [CH3:16][C:17](=[O:18])[O:19][C:20](=[O:21])[CH3:22].[N:1]([OH:2])=[C:3]1[C:4](=[O:15])[c:5]2[cH:6][c:7]([O:13][CH3:14])[cH:8][cH:9][c:10]2[CH2:11][CH2:12]1.[O:23]1[CH2:24][CH2:25][CH2:26][CH2:27]1>>[NH:1]([CH:3]1[C:4](=[O:15])[c:5]2[cH:6][c:7]([O:13][CH3:14])[cH:8][cH:9][c:10]2[CH2:11][CH2:12]1)[C:17]([CH3:16])=[O:18]. Procedure details: To a mixture of 4-{4-[chloro(cyclohexyl)methyl]-5-ethylthiophen-2-yl}-3,6-dihydro-2H-thiopyran (1.37 g) synthesized above, methyl 4-aminobenzoate (1.15 g), sodium iodide (1.15 g) and N,N-dimethylacetamide (20 mL) was added sodium carbonate (810 mg), and the mixture was stirred overnight at 100° C. under an argon atmosphere. To the reaction mixture was added 1N hydrochloric acid to quench the reaction, and the mixture was extracted with ethyl acetate. The extract was washed with saturated brine, ... Yield: 31.2%. As a reaction SMILES: Cl[CH:2]([CH:16]1[CH2:21][CH2:20][CH2:19][CH2:18][CH2:17]1)[C:3]1[CH:4]=[C:5]([C:10]2[CH2:11][CH2:12][S:13][CH2:14][CH:15]=2)[S:6][C:7]=1[CH2:8][CH3:9].[NH2:22][C:23]1[CH:32]=[CH:31][C:26]([C:27]([O:29]C)=[O:28])=[CH:25][CH:24]=1.[I-].[Na+].C(=O)([O-])[O-].[Na+].[Na+].Cl.[OH-].[Na+]>C(O)C.O1CCCC1.CN(C)C(=O)C>[CH:16]1([CH:2]([NH:22][C:23]2[CH:32]=[CH:31][C:26]([C:27]([OH:29])=[O:28])=[CH:25][CH:24]=2)[C:3]2[CH:4]=[C:5]([C:10]3[CH2:11][CH2:12][S:13][CH2:14][CH:15]=3)[S:6][C:7]=2[CH2:8][CH3:9])[CH2:21][CH2:20][CH2:19][CH2:18][CH2:17]1 |f:2.3,4.5.6,8.9|. Solvent: CN(C(C)=O)C (N,N-dimethylacetamide), C(C)O (ethanol), O1CCCC1 (tetrahydrofuran). Conditions: temperature 100 celsius, time 8 hour. The reactants are NC1=CC=C(C(=O)OC)C=C1 (methyl 4-aminobenzoate), [I-].[Na+] (sodium iodide), ClC(C=1C=C(SC1CC)C=1CCSCC1)C1CCCCC1 (4-{4-[chloro(cyclohexyl)methyl]-5-ethylthiophen-2-yl}-3,6-dihydro-2H-thiopyran), C([O-])([O-])=O.[Na+].[Na+] (sodium carbonate), Cl (hydrochloric acid), Cl (hydrochloric acid), [OH-].[Na+] (sodium hydroxide). Yields the product C1(CCCCC1)C(C1=C(SC(=C1)C=1CCSCC1)CC)NC1=CC=C(C(=O)O)C=C1 (4-({cyclohexyl[5-(3,6-dihydro-2H-thiopyran-4-yl)-2-ethylthiophen-3-yl]methyl}amino)benzoic acid). The reactants are CC(C)(CO)CNc1c(Cl)ccc2c1CCN(C(=O)C(F)(F)F)CC2, ClCCl, CCOC(=O)N=NC(=O)OCC, c1ccc(P(c2ccccc2)c2ccccc2)cc1. The product is CC1(C)CN(c2c(Cl)ccc3c2CCN(C(=O)C(F)(F)F)CC3)C1. RXN SMILES: [Cl:1][c:2]1[c:3]([NH:19][CH2:20][C:21]([CH2:22][OH:23])([CH3:24])[CH3:25])[c:4]2[c:5]([cH:17][cH:18]1)[CH2:6][CH2:7][N:8]([C:11]([C:12]([F:13])([F:14])[F:15])=[O:16])[CH2:9][CH2:10]2.[Cl:57][CH2:58][Cl:59].[O:26]=[C:27]([O:28][CH2:29][CH3:30])[N:31]=[N:32][C:33]([O:34][CH2:35][CH3:36])=[O:37].[c:38]1([P:39]([c:40]2[cH:41][cH:42][cH:43][cH:44][cH:45]2)[c:46]2[cH:47][cH:48][cH:49][cH:50][cH:51]2)[cH:52][cH:53][cH:54][cH:55][cH:56]1>>[Cl:1][c:2]1[c:3]([N:19]2[CH2:20][C:21]([CH3:24])([CH3:25])[CH2:22]2)[c:4]2[c:5]([cH:17][cH:18]1)[CH2:6][CH2:7][N:8]([C:11]([C:12]([F:13])([F:14])[F:15])=[O:16])[CH2:9][CH2:10]2.